Dataset: the Open Reaction Database (ORD), a public repository of structured organic reaction records. Task: describe an organic reaction: reactants, conditions, products, and yield Procedure: A mixture of 2,5-dibromopyridine (4.33 g, 17.7 mmol), 3-bromophenylboronic acid (4.70 g, 21.3 mmol), tetrakis(triphenylphosphine) palladium (0) (800 mg, 0.692 mmol), 2 M Na2CO3(aq) (18 cm3), EtOH (18 cm3) and toluene (50 cm3) was degassed and heated at reflux with a bath temperature of 105° C. under argon for 23 h. The reaction was allowed to cool and the two phases were separated. The aqueous layer was extracted with ether (3×15 cm3). The organic layer and the ether extracts were combined, wash... Product: BrC=1C=CC(=NC1)C1=CC(=CC=C1)Br (5-bromo-2-(3′-bromophenyl)-pyridine). RXN SMILES: Br[C:2]1[CH:7]=[CH:6][C:5]([Br:8])=[CH:4][N:3]=1.[Br:9][C:10]1[CH:11]=[C:12](B(O)O)[CH:13]=[CH:14][CH:15]=1.C([O-])([O-])=O.[Na+].[Na+].CCO>[Pd].C1(P(C2C=CC=CC=2)C2C=CC=CC=2)C=CC=CC=1.C1(P(C2C=CC=CC=2)C2C=CC=CC=2)C=CC=CC=1.C1(P(C2C=CC=CC=2)C2C=CC=CC=2)C=CC=CC=1.C1(P(C2C=CC=CC=2)C2C=CC=CC=2)C=CC=CC=1.C1(C)C=CC=CC=1>[Br:8][C:5]1[CH:6]=[CH:7][C:2]([C:14]2[CH:13]=[CH:12][CH:11]=[C:10]([Br:9])[CH:15]=2)=[N:3][CH:4]=1 |f:2.3.4,6.7.8.9.10|. Reaction conditions: temperature 105 celsius. The reactants are CI(NH3), BrC1=NC=C(C=C1)Br (2,5-dibromopyridine), BrC=1C=C(C=CC1)B(O)O (3-bromophenylboronic acid), C(=O)([O-])[O-].[Na+].[Na+] (Na2CO3), CCO (EtOH). Run in C1(=CC=CC=C1)C (toluene). Reagents/catalysts: [Pd].C1(=CC=CC=C1)P(C1=CC=CC=C1)C1=CC=CC=C1.C1(=CC=CC=C1)P(C1=CC=CC=C1)C1=CC=CC=C1.C1(=CC=CC=C1)P(C1=CC=CC=C1)C1=CC=CC=C1.C1(=CC=CC=C1)P(C1=CC=CC=C1)C1=CC=CC=C1 (tetrakis(triphenylphosphine) palladium (0)). Starting materials: C(=O)(Cl)Cl (phosgene), C(CCCCCCCCCCC)SCCOCCOCCOCCOCCOCCOCCOCCOCCOCCO (C12H25S(CH2CH2O)10H), CCCCC(CC)CCC(CC(C)C)OS(=O)(=O)[O-].[Na+] (Tergitol). Solvent: C(C)N(CC)CC (triethyl amine). Product: acid chloride, C(CCCCCCCCCCC)SCCOCCOCCOCCOCCOCCOCCOCCOCCOCCOC(=O)Cl (C12H25S(CH2CH2O)10COCl). Reaction SMILES: [CH2:1]([S:13][CH2:14][CH2:15][O:16][CH2:17][CH2:18][O:19][CH2:20][CH2:21][O:22][CH2:23][CH2:24][O:25][CH2:26][CH2:27][O:28][CH2:29][CH2:30][O:31][CH2:32][CH2:33][O:34][CH2:35][CH2:36][O:37][CH2:38][CH2:39][O:40][CH2:41][CH2:42][OH:43])[CH2:2][CH2:3][CH2:4][CH2:5][CH2:6][CH2:7][CH2:8][CH2:9][CH2:10][CH2:11][CH3:12].CCCCC(CCC(OS([O-])(=O)=O)CC(C)C)CC.[Na+].[C:64](Cl)([Cl:66])=[O:65]>C(N(CC)CC)C>[CH2:1]([S:13][CH2:14][CH2:15][O:16][CH2:17][CH2:18][O:19][CH2:20][CH2:21][O:22][CH2:23][CH2:24][O:25][CH2:26][CH2:27][O:28][CH2:29][CH2:30][O:31][CH2:32][CH2:33][O:34][CH2:35][CH2:36][O:37][CH2:38][CH2:39][O:40][CH2:41][CH2:42][O:43][C:64]([Cl:66])=[O:65])[CH2:2][CH2:3][CH2:4][CH2:5][CH2:6][CH2:7][CH2:8][CH2:9][CH2:10][CH2:11][CH3:12] |f:1.2|. Procedure: For example, C12H25S(CH2CH2O)10H, such as Tergitol 12-M10, can be reacted with phosgene in the presence of triethyl amine to yield the corresponding acid chloride, C12H25S(CH2CH2O)10COCl, which in turn, is reacted with a fluoroaliphatic alcohol such as (CF3)2CFO--CF2CF2 --CH2CH2CONH(CH2)3OH, disclosed in U.S. Pat. No. 3,697,564, in the presence of triethylamine in diethyl ether to yield a product of the formula (CF3)2CFO--CF2CF2CH2CH2CONH(CH2)3OCO(OCH2CH2)10S--C12H25. Starting materials: C1(CCCC1)S(=O)(=O)C=1C=C(C=CC1)CCCCOCCCCCCNC[C@H](O)C1=CC2=C(OC(OC2)(C)C)C=C1 ((1R)-2-[(6-{4-[3-(Cyclopentylsulfonyl)phenyl]butoxy}hexyl)amino]-1-(2,2-dimethyl-4H-1,3-benzodioxin-6-yl)ethanol), CC(=O)O (AcOH). Run in O (water). Yields the product C(C)(=O)OC1=C(C=C(C=C1)[C@H](CNCCCCCCOCCCCC1=CC(=CC=C1)S(=O)(=O)C1CCCC1)O)CO (4-{(1R)-2-[(6-{4-[3-(Cyclopentylsulfonyl)phenyl]butoxy}hexyl)amino]-1-hydroxyethyl}-2-(hydroxymethyl)phenol acetate). As a reaction SMILES: [CH:1]1([S:6]([C:9]2[CH:10]=[C:11]([CH2:15][CH2:16][CH2:17][CH2:18][O:19][CH2:20][CH2:21][CH2:22][CH2:23][CH2:24][CH2:25][NH:26][CH2:27][C@@H:28]([C:30]3[CH:41]=[CH:40][C:33]4[O:34][C:35]([CH3:39])(C)[O:36][CH2:37][C:32]=4[CH:31]=3)[OH:29])[CH:12]=[CH:13][CH:14]=2)(=[O:8])=[O:7])[CH2:5][CH2:4][CH2:3][CH2:2]1.CC(O)=[O:44]>O>[C:35]([O:34][C:33]1[CH:40]=[CH:41][C:30]([C@@H:28]([OH:29])[CH2:27][NH:26][CH2:25][CH2:24][CH2:23][CH2:22][CH2:21][CH2:20][O:19][CH2:18][CH2:17][CH2:16][CH2:15][C:11]2[CH:12]=[CH:13][CH:14]=[C:9]([S:6]([CH:1]3[CH2:5][CH2:4][CH2:3][CH2:2]3)(=[O:7])=[O:8])[CH:10]=2)=[CH:31][C:32]=1[CH2:37][OH:44])(=[O:36])[CH3:39]. Procedure: A stirred solution of (1R)-2-[(6-{4-[3-(Cyclopentylsulfonyl)phenyl]butoxy}hexyl)amino]-1-(2,2-dimethyl-4H-1,3-benzodioxin-6-yl)ethanol (110 mg) in glacial AcOH (5 ml) and water (0.3 ml) was heated at 85° C. for 40 min. The solution was evaporated to dryness and the residue was purified by Biotage™ column chromatography on silica using DCM-EtOH-ammonia (50:8:1) as eluent. The residue was dissolved in MeOH, treated with glacial AcOH and the solvent was removed to give the title compound (76 mg). L... Reactants: N#Cc1cc([N+](=O)[O-])ccc1F, O=C([O-])[O-], CN(C)C=O, [K+], [K+], Nc1cc(O)ccc1F. Product: N#Cc1cc([N+](=O)[O-])ccc1Oc1ccc(F)c(N)c1. As a reaction SMILES: [C:1](#[N:2])[c:3]1[cH:4][c:5]([N+:10](=[O:11])[O-:12])[cH:6][cH:7][c:8]1[F:9].[C:22](=[O:23])([O-:24])[O-:25].[CH3:28][N:29]([CH3:30])[CH:31]=[O:32].[K+:26].[K+:27].[NH2:13][c:14]1[cH:15][c:16]([OH:21])[cH:17][cH:18][c:19]1[F:20]>>[C:1](#[N:2])[c:3]1[cH:4][c:5]([N+:10](=[O:11])[O-:12])[cH:6][cH:7][c:8]1[O:21][c:16]1[cH:15][c:14]([NH2:13])[c:19]([F:20])[cH:18][cH:17]1.